From a dataset of the Open Reaction Database (ORD), a public repository of structured organic reaction records. describe an organic reaction: reactants, conditions, products, and yield The reactants are BrC=1C=C(C=CC1)S(=O)(=O)Cl (3-Bromo-benzenesulfonyl chloride), TEA, C(C)(C)(C)OC(=O)N1CCC(CC1)N (4-amino-piperidine-1-carboxylic acid tert-butyl ester). Run in C(Cl)Cl (DCM). Reaction conditions: time 16 hour. Yields the product C(C)(C)(C)OC(=O)N1CCC(CC1)NS(=O)(=O)C1=CC(=CC=C1)Br (4-(3-Bromo-benzenesulfonylamino)-piperidine-1-carboxylic acid tert-butyl ester). Reaction SMILES: [Br:1][C:2]1[CH:3]=[C:4]([S:8](Cl)(=[O:10])=[O:9])[CH:5]=[CH:6][CH:7]=1.[C:12]([O:16][C:17]([N:19]1[CH2:24][CH2:23][CH:22]([NH2:25])[CH2:21][CH2:20]1)=[O:18])([CH3:15])([CH3:14])[CH3:13]>C(Cl)Cl>[C:12]([O:16][C:17]([N:19]1[CH2:24][CH2:23][CH:22]([NH:25][S:8]([C:4]2[CH:5]=[CH:6][CH:7]=[C:2]([Br:1])[CH:3]=2)(=[O:10])=[O:9])[CH2:21][CH2:20]1)=[O:18])([CH3:15])([CH3:13])[CH3:14]. Procedure: 3-Bromo-benzenesulfonyl chloride (2.2 g, 8.7 mmol) and 4-amino-piperidine-1-carboxylic acid tert-butyl ester (2 g, 10 mmol) were combined and diluted with DCM (50 mL) and TEA (3.6 mL, 26 mmol). After 16 h, reaction was poured into separatory funnel and washed with water. Organic phase was then washed with brine, dried over sodium sulfate, filtered and evaporated to clear oil which solidified upon standing (3.6 g, 98%).